This data is from the Open Reaction Database (ORD), a public repository of structured organic reaction records. The task is: describe an organic reaction: reactants, conditions, products, and yield Reactants: C(C1=CC=CC=C1)NC=1C(=C(C2=C(C(CO2)C2=NC=C(C=C2)C)C1C)C)C (N-benzyl-4,6,7-trimethyl-3-(5-methylpyridin-2-yl)-2,3-dihydro-1-benzofuran-5-amine). Run in C(C)(=O)OCC.CCCCCC (ethyl acetate hexane). Yields the product CC1=C(C(=C(C2=C1C(CO2)C2=NC=C(C=C2)C)C)C)N (4,6,7-Trimethyl-3-(5-methylpyridin-2-yl)-2,3-dihydro-1-benzofuran-5-amine). Isolated yield 85.0%. Reaction SMILES: C([NH:8][C:9]1[C:10]([CH3:27])=[C:11]([CH3:26])[C:12]2[O:16][CH2:15][CH:14]([C:17]3[CH:22]=[CH:21][C:20]([CH3:23])=[CH:19][N:18]=3)[C:13]=2[C:24]=1[CH3:25])C1C=CC=CC=1>C(OCC)(=O)C.CCCCCC>[CH3:25][C:24]1[C:13]2[CH:14]([C:17]3[CH:22]=[CH:21][C:20]([CH3:23])=[CH:19][N:18]=3)[CH2:15][O:16][C:12]=2[C:11]([CH3:26])=[C:10]([CH3:27])[C:9]=1[NH2:8] |f:1.2|. Procedure: Using N-benzyl-4,6,7-trimethyl-3-(5-methylpyridin-2-yl)-2,3-dihydro-1-benzofuran-5-amine obtained in Reference Example 278, the title compound was synthesized in the same manner as in Reference Example 30. Yield 85%. Melting point: 125-127° C. (ethyl acetate-hexane). Starting materials: [C@H]12CCC[C@H](CC1)N2C (tropane), ClC(=O)OC(C)Cl (1-chloroethyl chloroformate), C1(=CC=CC=C1)C (toluene). The solvent is CO (methanol). The product is Cl.C12CCCC(CC1)N2 (8-Azabicyclo[3.2.1]octane hydrochloride). As a reaction SMILES: [C@@H:1]12[N:8](C)[C@@H:5]([CH2:6][CH2:7]1)[CH2:4][CH2:3][CH2:2]2.[Cl:10]C(OC(Cl)C)=O.C1(C)C=CC=CC=1>CO>[ClH:10].[CH:5]12[NH:8][CH:1]([CH2:7][CH2:6]1)[CH2:2][CH2:3][CH2:4]2 |f:4.5|. Procedure: A mixture of tropane (900 mg), 1-chloroethyl chloroformate (1 ml), and toluene (20 ml) was heated and refluxed for 6 hours. After that, methanol (10 ml) was added to the reaction solution, and further refluxed for 4 hours. The solvent was distilled to yield the title compound (850 mg). The reactants are O=C1SC(C(N1)=O)=CC=1C=CC(=C(CNC(C2=CC=C(C=C2)C(F)(F)F)=O)C1)OC (N1-(5-[(2,4-dioxo-1,3-thiazolane-5-ylidene)methyl]-2-methoxybenzyl)-4-(trifluoromethyl)benzamide), [H][H] (hydrogen). Reagents/catalysts: [C].[Pd] (palladium-carbon). The solvent is CN(C=O)C (N,N-dimethylformamide). Product: O=C1SC(C(N1)=O)CC=1C=CC(=C(CNC(C2=CC=C(C=C2)C(F)(F)F)=O)C1)OC (N1-{5-[(2,4-dioxo-1,3-thiazolane-5-yl)methyl]-2-methoxybenzyl}-4-(trifluoromethyl)benzamide). Yield: 217.2%. RXN SMILES: [O:1]=[C:2]1[NH:6][C:5](=[O:7])[C:4](=[CH:8][C:9]2[CH:10]=[CH:11][C:12]([O:29][CH3:30])=[C:13]([CH:28]=2)[CH2:14][NH:15][C:16](=[O:27])[C:17]2[CH:22]=[CH:21][C:20]([C:23]([F:26])([F:25])[F:24])=[CH:19][CH:18]=2)[S:3]1.[H][H]>CN(C)C=O.[C].[Pd]>[O:1]=[C:2]1[NH:6][C:5](=[O:7])[CH:4]([CH2:8][C:9]2[CH:10]=[CH:11][C:12]([O:29][CH3:30])=[C:13]([CH:28]=2)[CH2:14][NH:15][C:16](=[O:27])[C:17]2[CH:22]=[CH:21][C:20]([C:23]([F:24])([F:25])[F:26])=[CH:19][CH:18]=2)[S:3]1 |f:3.4|. Procedure details: 0.55 g of N1-(5-[(2,4-dioxo-1,3-thiazolane-5-ylidene)methyl]-2-methoxybenzyl)-4-(trifluoromethyl)benzamide was suspended in 20 ml N,N-dimethylformamide, and 0.60 g of 10% palladium-carbon was added, and the mixture was stirred at 50° C. under pressure at 15 kg/cm2 hydrogen for 16 hours. After the reaction, the catalyst was filtered off, and after the solvent was evapoarated. Water was added to the residue, followed by extracting with ethyl acetate. The organic layer was washed with brine, dried ... As a reaction SMILES: [ClH:1].[CH2:2]=O.[CH:4]1[CH:9]=[C:8]2[CH:10]=[CH:11][O:12][C:7]2=[CH:6][CH:5]=1>C1C=CC=CC=1>[Cl:1][CH2:2][C:11]1[O:12][C:7]2[CH:6]=[CH:5][CH:4]=[CH:9][C:8]=2[CH:10]=1. Product: ClCC=1OC2=C(C1)C=CC=C2 (2-chloromethylbenzofuran). Run at time 2.5 hour. The reactants are Cl (HCl), C=O (paraformaldehyde), C1=CC=C2C(=C1)C=CO2 (2,3-benzofuran), Cl (hydrogen chloride). Procedure: A 1 l R.B. flask was equipped with a mechanical stirrer, addition funnel, and gas inlet tube. The flask was charged with 212 ml of conc. HCl, 127 ml of benzene, and 38.14 g of paraformaldehyde, then cooled to 0° C. and saturated with hydrogen chloride gas. While maintaining the temperature at 0°-1° C. add the 50.0 g (0.423 mol) of 2,3-benzofuran in a slow dropwise fashion. When the addition was complete, the mixture was stirred 21/2-3 hours at room temperature. The solvent is C1=CC=CC=C1 (benzene). Reactants: Clc1ccc(Cl)nn1, FC(F)(F)c1ccccc1OC1CCNCC1. Yields the product FC(F)(F)c1ccccc1OC1CCN(c2ccc(Cl)nn2)CC1. RXN SMILES: [Cl:18][c:19]1[n:20][n:21][c:22]([Cl:25])[cH:23][cH:24]1.[F:1][C:2]([c:3]1[c:4]([O:5][CH:6]2[CH2:7][CH2:8][NH:9][CH2:10][CH2:11]2)[cH:12][cH:13][cH:14][cH:15]1)([F:16])[F:17]>>[F:1][C:2]([c:3]1[c:4]([O:5][CH:6]2[CH2:7][CH2:8][N:9]([c:22]3[n:21][n:20][c:19]([Cl:18])[cH:24][cH:23]3)[CH2:10][CH2:11]2)[cH:12][cH:13][cH:14][cH:15]1)([F:16])[F:17].